Dataset: the Open Reaction Database (ORD), a public repository of structured organic reaction records. Task: describe an organic reaction: reactants, conditions, products, and yield Reactants: CC1(OC2=CC=C(C=C2C(C1(O)C)OC1=CC(CC1)=O)C(=O)OC)C (2,2,3-trimethyl-4-(3-oxo-1-cyclopenten-1-yloxy)-6-methoxycarbonyl-3-chromanol), CNC (dimethylamine). Yields the product CC1(OC2=CC=C(C=C2C(C1(O)C)OC1=CC(CC1)=O)C(=O)N(C)C)C (2,2,3-trimethyl-4-(3-oxo-1-cyclopenten-1-yloxy)-6-dimethylaminocarbonyl-3-chromanol). Reaction SMILES: [CH3:1][C:2]1([CH3:25])[C:11]([CH3:13])([OH:12])[CH:10]([O:14][C:15]2[CH2:19][CH2:18][C:17](=[O:20])[CH:16]=2)[C:9]2[C:4](=[CH:5][CH:6]=[C:7]([C:21](OC)=[O:22])[CH:8]=2)[O:3]1.[CH3:26][NH:27][CH3:28]>>[CH3:1][C:2]1([CH3:25])[C:11]([CH3:13])([OH:12])[CH:10]([O:14][C:15]2[CH2:19][CH2:18][C:17](=[O:20])[CH:16]=2)[C:9]2[C:4](=[CH:5][CH:6]=[C:7]([C:21]([N:27]([CH3:28])[CH3:26])=[O:22])[CH:8]=2)[O:3]1. Reported procedure: A solution of 3.46 g of 2,2,3-trimethyl-4-(3-oxo-1-cyclopenten-1-yloxy)-6-methoxycarbonyl-3-chromanol in 100 ml of 33% ethanolic dimethylamine solution is heated to 100° in an autoclave for 10 days. The mixture is cooled, worked up in a customary manner and gives 2,2,3-trimethyl-4-(3-oxo-1-cyclopenten-1-yloxy)-6-dimethylaminocarbonyl-3-chromanol.